This data is from the Open Reaction Database (ORD), a public repository of structured organic reaction records. The task is: describe an organic reaction: reactants, conditions, products, and yield Starting materials: CC(C)OC(=O)/N=N/C(=O)OC(C)C (DIAD), FC(C1=NN=C2N1N=C(C=C2)N2CCC(CC2)C2=CC=C(C=C2)O)(F)F (4-[1-[3-(trifluoromethyl)[1,2,4]triazolo[4,3-b]pyridazin-6-yl]piperidin-4-yl]phenol), C1(=CC=CC=C1)P(C1=CC=CC=C1)C1=CC=CC=C1 (triphenylphosphine), CN1N=CC=C1CCO (2-(1-methyl-1H-pyrazol-5-yl)ethanol), CN1N=CC=C1CCO (2-(1-methyl-1H-pyrazol-5-yl)ethanol). Run in C1CCOC1 (THF). Run at time 16 hour. The product is CN1N=CC=C1CCOC1=CC=C(C=C1)C1CCN(CC1)C=1C=CC=2N(N1)C(=NN2)C(F)(F)F (6-[4-[4-[2-(1-methyl-1H-pyrazol-5-yl)ethoxy]phenyl]piperidin-1-yl]-3-(trifluoromethyl)[1,2,4]triazolo[4,3-b]pyridazine). Isolated yield 52.0%. Reaction SMILES: CC(OC(/N=N/C(OC(C)C)=O)=O)C.[F:15][C:16]([F:40])([F:39])[C:17]1[N:21]2[N:22]=[C:23]([N:26]3[CH2:31][CH2:30][CH:29]([C:32]4[CH:37]=[CH:36][C:35]([OH:38])=[CH:34][CH:33]=4)[CH2:28][CH2:27]3)[CH:24]=[CH:25][C:20]2=[N:19][N:18]=1.C1(P(C2C=CC=CC=2)C2C=CC=CC=2)C=CC=CC=1.[CH3:60][N:61]1[C:65]([CH2:66][CH2:67]O)=[CH:64][CH:63]=[N:62]1>C1COCC1>[CH3:60][N:61]1[C:65]([CH2:66][CH2:67][O:38][C:35]2[CH:36]=[CH:37][C:32]([CH:29]3[CH2:30][CH2:31][N:26]([C:23]4[CH:24]=[CH:25][C:20]5[N:21]([C:17]([C:16]([F:15])([F:39])[F:40])=[N:18][N:19]=5)[N:22]=4)[CH2:27][CH2:28]3)=[CH:33][CH:34]=2)=[CH:64][CH:63]=[N:62]1. Procedure: DIAD (78 μl, 0.386 mmol) was added dropwise to 4-[1-[3-(trifluoromethyl)[1,2,4]triazolo[4,3-b]pyridazin-6-yl]piperidin-4-yl]phenol (117 mg, 0.322 mmol), triphenylphosphine (101 mg, 0.386 mmol) and 2-(1-methyl-1H-pyrazol-5-yl)ethanol (obtained as described in PCT Int. Appl. WO 2007017222, Intermediate 1) (49 mg, 0.386 mmol) in THF (2 mL). The resulting mixture was stirred at ambient temperature for 16 hours and then added to a SCX column. The crude product was eluted using 2M ammonia in methanol ... The reactants are CCOC(C)=O, ClCCC=C(c1ccccc1)c1ccccc1. Yields the product ClCCCC(c1ccccc1)c1ccccc1. As a reaction SMILES: [CH3:18][CH2:19][O:20][C:21]([CH3:22])=[O:23].[Cl:1][CH2:2][CH2:3][CH:4]=[C:5]([c:6]1[cH:7][cH:8][cH:9][cH:10][cH:11]1)[c:12]1[cH:13][cH:14][cH:15][cH:16][cH:17]1>>[Cl:1][CH2:2][CH2:3][CH2:4][CH:5]([c:6]1[cH:7][cH:8][cH:9][cH:10][cH:11]1)[c:12]1[cH:13][cH:14][cH:15][cH:16][cH:17]1. Reactants: C(C)NC(=O)C1C(C(C(C1)N1N=NC2=C1N=C(N=C2NC2C(C2)C2=CC=CC=C2)SCCC)O)O (N-Ethyl-2,3-dihydroxy-4-[7-[(2-phenylcyclopropyl)amino]-5-(propylthio)-3H-1,2,3-triazolo[4,5-d]pyrimidin-3-yl]-cyclopentanecarboxamide), ClC=1C=C(CN)C=CC1 (3-chlorobenzylamine). Product: ClC=1C=C(C=CC1)CNC(=O)C1C(C(C(C1)N1N=NC2=C1N=C(N=C2NC2C(C2)C2=CC=CC=C2)SCCC)O)O (N-(3-Chorophenylmethyl)-2,3-dihydroxy-4-[7-[(2-phenylcyclopropyl)amino]-5-(propylthio)-3H-1,2,3-triazolo[4,5-d]pyrimidin-3-yl]-cyclopentanecarboxamide). Reaction SMILES: [CH2:1]([NH:3][C:4]([CH:6]1[CH2:10][CH:9]([N:11]2[C:15]3[N:16]=[C:17]([S:30][CH2:31][CH2:32][CH3:33])[N:18]=[C:19]([NH:20][CH:21]4[CH2:23][CH:22]4[C:24]4[CH:29]=[CH:28][CH:27]=[CH:26][CH:25]=4)[C:14]=3[N:13]=[N:12]2)[CH:8]([OH:34])[CH:7]1[OH:35])=[O:5])[CH3:2].[Cl:36][C:37]1[CH:38]=C([CH:42]=[CH:43][CH:44]=1)CN>>[Cl:36][C:37]1[CH:38]=[C:2]([CH2:1][NH:3][C:4]([CH:6]2[CH2:10][CH:9]([N:11]3[C:15]4[N:16]=[C:17]([S:30][CH2:31][CH2:32][CH3:33])[N:18]=[C:19]([NH:20][CH:21]5[CH2:23][CH:22]5[C:24]5[CH:25]=[CH:26][CH:27]=[CH:28][CH:29]=5)[C:14]=4[N:13]=[N:12]3)[CH:8]([OH:34])[CH:7]2[OH:35])=[O:5])[CH:42]=[CH:43][CH:44]=1. Procedure details: The subtitle compound was prepared according to the method of example 39, step a) using the product of example 1, step c) and 3-chlorobenzylamine. Starting materials: C(C)OC(/C(=C/C1=C(C=C(C=C1)OCCC=1N=C(OC1C)C1=CC=CC=C1)C)/OCC)=O (2Z-ethoxy-3-{2-methyl-4-[2-(5-methyl-2-phenyl-oxazol-4-yl)-ethoxy]-phenyl}-acrylic acid ethyl ester). The reagents and catalysts are [Pd] (Pd/C). The solvent is CO (MeOH), C1CCOC1 (THF), CC(=O)O (AcOH). Yields the product C(C)OC(C(CC1=C(C=C(C=C1)OCCC=1N=C(OC1C)C1=CC=CC=C1)C)OCC)=O ([rac]-2-Ethoxy-3-{2-methyl-4-[2-(5-methyl-2-phenyl-oxazol-4-yl)-ethoxy]-phenyl}-propionic acid ethyl ester). Isolated yield 94.6%. RXN SMILES: [CH2:1]([O:3][C:4](=[O:32])/[C:5](/[O:29][CH2:30][CH3:31])=[CH:6]/[C:7]1[CH:12]=[CH:11][C:10]([O:13][CH2:14][CH2:15][C:16]2[N:17]=[C:18]([C:22]3[CH:27]=[CH:26][CH:25]=[CH:24][CH:23]=3)[O:19][C:20]=2[CH3:21])=[CH:9][C:8]=1[CH3:28])[CH3:2]>CO.C1COCC1.CC(O)=O.[Pd]>[CH2:1]([O:3][C:4](=[O:32])[CH:5]([O:29][CH2:30][CH3:31])[CH2:6][C:7]1[CH:12]=[CH:11][C:10]([O:13][CH2:14][CH2:15][C:16]2[N:17]=[C:18]([C:22]3[CH:27]=[CH:26][CH:25]=[CH:24][CH:23]=3)[O:19][C:20]=2[CH3:21])=[CH:9][C:8]=1[CH3:28])[CH3:2]. Procedure: A suspension of 400 mg of 2Z-ethoxy-3-{2-methyl-4-[2-(5-methyl-2-phenyl-oxazol-4-yl)-ethoxy]-phenyl}-acrylic acid ethyl ester and 98 mg of Pd/C (10%) in 8 ml of MeOH, 2 ml of THF and 0.5 ml of AcOH was hydrogenated at 22° C./1 bar overnight. The suspension was filtered, the filtrate evaporated and dried to give 380 mg (95%) of the title compound as colourless oil. Reactants: C(C)OC=C(C(=O)OCC)F (ethyl 3-ethoxy-2-fluoroacrylate). The solvent is [OH-].[Na+] (NaOH). The product is C(C)OC=C(C(=O)O)F (3-ethoxy-2-fluoroacrylic acid). Yield: 54.0%. Reaction SMILES: [CH2:1]([O:3][CH:4]=[C:5]([F:11])[C:6]([O:8]CC)=[O:7])[CH3:2]>[OH-].[Na+]>[CH2:1]([O:3][CH:4]=[C:5]([F:11])[C:6]([OH:8])=[O:7])[CH3:2] |f:1.2|. Procedure details: The fleshly prepared ethyl 3-ethoxy-2-fluoroacrylate (12, R9 =ethyl, 16.49 g, 0.10 mole) was refluxed in 100 mL of 2N NaOH for 1 hour. After cooling to room temperature, the aqueous solution was washed with hexane (100 mL). The water layer was adjusted to pH 3-4 by addition of 10% HCl and extracted with a mixture of ether and ethyl acetate. The organic layer was washed with brine, dried over MgSO4 and filtered. Evaporation of solvents yielded crude 3-ethoxy-2-fluoroacrylic acid (13, R7 =ethyl, 7... Reactants: [OH-].[Na+] (sodium hydroxide), C(C)(=O)OC1=CC2=C(OCC3=C(C2=O)C=CC(=C3)C#N)C=C1 (2-acetoxy-8-cyano-11-oxo-6,11-dihydrodibenz[b,e]oxepine). Run in CO (methanol). Run at time 3 hour. Product: C(#N)C1=CC2=C(C(C3=C(OC2)C=CC(=C3)O)=O)C=C1 (8-Cyano-2-hydroxy-11-oxo-6,11-dihydrodibenz[b,e]oxepine). The yield is 98.0%. As a reaction SMILES: [OH-].[Na+].C([O:6][C:7]1[CH:24]=[CH:23][C:10]2[O:11][CH2:12][C:13]3[CH:20]=[C:19]([C:21]#[N:22])[CH:18]=[CH:17][C:14]=3[C:15](=[O:16])[C:9]=2[CH:8]=1)(=O)C>CO>[C:21]([C:19]1[CH:18]=[CH:17][C:14]2[C:15](=[O:16])[C:9]3[CH:8]=[C:7]([OH:6])[CH:24]=[CH:23][C:10]=3[O:11][CH2:12][C:13]=2[CH:20]=1)#[N:22] |f:0.1|. Procedure details: 6 ml of a 3N-sodium hydroxide aqueous solution was added to 2.8 g of 2-acetoxy-8-cyano-11-oxo-6,11-dihydrodibenz[b,e]oxepine obtained in Reference example 25 dissolved in 30 ml of methanol and the mixture was stirred at room temperature for 3 hours. After completion of the reaction, the solvent was removed under reduced pressure, water was added to the residue and the mixture was adjusted to about pH 2 with conc. hydrochloric acid. Crystals precipitated were collected by filtration and dissolved... Reactants: O=C([O-])[O-], CN(C)N, COC(=O)c1sc(-c2ccccc2)cc1Br, Cc1ccccc1, [Cs+], [Cs+], c1ccc(P(c2ccccc2)c2ccc3ccccc3c2-c2c(P(c3ccccc3)c3ccccc3)ccc3ccccc23)cc1. The product is COC(=O)c1sc(-c2ccccc2)cc1NN(C)C. RXN SMILES: [C:21](=[O:22])([O-:23])[O-:24].[CH3:17][N:18]([NH2:19])[CH3:20].[CH3:1][O:2][C:3](=[O:4])[c:5]1[s:6][c:7](-[c:11]2[cH:12][cH:13][cH:14][cH:15][cH:16]2)[cH:8][c:9]1[Br:10].[CH3:73][c:74]1[cH:75][cH:76][cH:77][cH:78][cH:79]1.[Cs+:25].[Cs+:26].[cH:27]1[cH:28][cH:29][c:30]([P:31]([c:32]2[cH:33][cH:34][c:35]3[c:36]([cH:37][cH:38][cH:39][cH:40]3)[c:41]2-[c:42]2[c:43]3[c:44]([cH:45][cH:46][cH:47][cH:48]3)[cH:49][cH:50][c:51]2[P:52]([c:53]2[cH:54][cH:55][cH:56][cH:57][cH:58]2)[c:59]2[cH:60][cH:61][cH:62][cH:63][cH:64]2)[c:65]2[cH:66][cH:67][cH:68][cH:69][cH:70]2)[cH:71][cH:72]1>>[CH3:1][O:2][C:3](=[O:4])[c:5]1[s:6][c:7](-[c:11]2[cH:12][cH:13][cH:14][cH:15][cH:16]2)[cH:8][c:9]1[NH:19][N:18]([CH3:17])[CH3:20]. Starting materials: CCCCCCC(O)c1ccc2cc(OC)ccc2c1, ClCCl, O=[Cr](=O)([O-])Cl, c1cc[nH+]cc1. Product: CCCCCCC(=O)c1ccc2cc(OC)ccc2c1. Reaction SMILES: [CH3:1][O:2][c:3]1[cH:4][c:5]2[cH:6][cH:7][c:8]([CH:13]([CH2:14][CH2:15][CH2:16][CH2:17][CH2:18][CH3:19])[OH:20])[cH:9][c:10]2[cH:11][cH:12]1.[Cl:32][CH2:33][Cl:34].[O:21]=[Cr:22]([Cl:23])([O-:24])=[O:25].[nH+:26]1[cH:27][cH:28][cH:29][cH:30][cH:31]1>>[CH3:1][O:2][c:3]1[cH:4][c:5]2[cH:6][cH:7][c:8]([C:13]([CH2:14][CH2:15][CH2:16][CH2:17][CH2:18][CH3:19])=[O:20])[cH:9][c:10]2[cH:11][cH:12]1. Reactants: COC(=O)CC(=O)c1ccccc1, CC(=O)[O-], CO, [NH4+]. Product: COC(=O)CC(N)c1ccccc1. As a reaction SMILES: [C:1]([c:2]1[cH:3][cH:4][cH:5][cH:6][cH:7]1)(=[O:8])[CH2:9][C:10](=[O:11])[O:12][CH3:13].[CH3:15][C:16](=[O:17])[O-:18].[CH3:19][OH:20].[NH4+:14]>>[CH:1]([c:2]1[cH:3][cH:4][cH:5][cH:6][cH:7]1)([CH2:9][C:10](=[O:11])[O:12][CH3:13])[NH2:14].